The task is: describe an organic reaction: reactants, conditions, products, and yield. This data is from the Open Reaction Database (ORD), a public repository of structured organic reaction records. The reactants are CCO, Cl, COc1ccc(F)cc1C(C)(C)CC(O)(Cc1cccc(C#N)c1)C(F)(F)F, [K+], [OH-], O, OO. Yields the product COc1ccc(F)cc1C(C)(C)CC(O)(Cc1cccc(C(N)=O)c1)C(F)(F)F. As a reaction SMILES: [CH3:34][CH2:35][OH:36].[ClH:33].[F:1][c:2]1[cH:3][cH:4][c:5]([O:27][CH3:28])[c:6]([C:8]([CH2:9][C:10]([CH2:11][c:12]2[cH:13][c:14]([C:15]#[N:16])[cH:17][cH:18][cH:19]2)([C:20]([F:21])([F:22])[F:23])[OH:24])([CH3:25])[CH3:26])[cH:7]1.[K+:30].[OH-:29].[OH2:37].[OH:31][OH:32]>>[F:1][c:2]1[cH:3][cH:4][c:5]([O:27][CH3:28])[c:6]([C:8]([CH2:9][C:10]([CH2:11][c:12]2[cH:13][c:14]([C:15]([NH2:16])=[O:29])[cH:17][cH:18][cH:19]2)([C:20]([F:21])([F:22])[F:23])[OH:24])([CH3:25])[CH3:26])[cH:7]1. Run in CCO (EtOH). Product: COC1=C(C=C(C2=CC=CC=C12)OC)/C=C(/C(=O)O)\C ((E)-3-(1,4-dimethoxynaphthalen-2-yl)-2-methylpropenoic acid). Starting materials: COC1=C(C=C(C2=CC=CC=C12)OC)/C=C(/C(=O)OCC)\C (Ethyl (E)-3-(1,4-dimethoxynaphthalen-2-yl)-2-methylpropenoate), [OH-].[K+] (KOH). Reaction conditions: time 30 minute. Yield: 83.6%. RXN SMILES: [CH3:1][O:2][C:3]1[C:12]2[C:7](=[CH:8][CH:9]=[CH:10][CH:11]=2)[C:6]([O:13][CH3:14])=[CH:5][C:4]=1/[CH:15]=[C:16](\[CH3:22])/[C:17]([O:19]CC)=[O:18].[OH-].[K+]>CCO>[CH3:1][O:2][C:3]1[C:12]2[C:7](=[CH:8][CH:9]=[CH:10][CH:11]=2)[C:6]([O:13][CH3:14])=[CH:5][C:4]=1/[CH:15]=[C:16](\[CH3:22])/[C:17]([OH:19])=[O:18] |f:1.2|. Procedure details: Emmons ester 28a (0.231 g, 0.769 mmol) was dissolved in EtOH (10.0 mL) and then KOH (0.400 g, 7.13 mmol) was added to the reaction. The reaction was heated to boiling and stirred at this temperature for 30 minutes. The reaction was then cooled, acidified, and extracted with ethyl acetate. The organic layer was washed with brine, dried over MgSO4, filtered, and condensed. The resulting acid was then used as crude, or can be purified via flash chromatography (1:3 EtOAc:hexanes 0.5% AcOH) or recrys... Reactants: ClC1=CC=C(C=C1)C1=CC2=C(C(NC=C2)=O)S1 (2-(4-chloro-phenyl)-6H-thieno[2,3-c]pyridin-7-one), Cl.CCOCC (HCl ether), CNCCNC (sym-dimethylethylene diamine), BrC1=CC=C(C=C1)C(=O)C1CN(CC1)C ((4-bromo-phenyl)-(1-methyl-pyrrolidin-3-yl)-methanone), C(=O)([O-])[O-].[Cs+].[Cs+] (Cs2CO3). The reagents and catalysts are [Cu]I (CuI). The solvent is O1CCOCC1 (1,4-dioxane), C(Cl)Cl (CH2Cl2), C(Cl)Cl (CH2Cl2). Conditions: temperature 100 celsius, time 15 minute. Yields the product Cl.ClC1=CC=C(C=C1)C1=CC2=C(C(N(C=C2)C2=CC=C(C=C2)C(=O)C2CN(CC2)C)=O)S1 (2-(4-Chloro-phenyl)-6-[4-(1-methyl-pyrrolidine-3-carbonyl)-phenyl]-6H-thieno[2,3-c]pyridin-7-one, hydrochloride). The yield is 151.8%. Reaction SMILES: [Cl:1][C:2]1[CH:7]=[CH:6][C:5]([C:8]2[S:17][C:11]3[C:12](=[O:16])[NH:13][CH:14]=[CH:15][C:10]=3[CH:9]=2)=[CH:4][CH:3]=1.Br[C:19]1[CH:24]=[CH:23][C:22]([C:25]([CH:27]2[CH2:31][CH2:30][N:29]([CH3:32])[CH2:28]2)=[O:26])=[CH:21][CH:20]=1.C([O-])([O-])=O.[Cs+].[Cs+].CNCCNC.Cl.CCOCC>C(Cl)Cl.[Cu]I.O1CCOCC1>[ClH:1].[Cl:1][C:2]1[CH:3]=[CH:4][C:5]([C:8]2[S:17][C:11]3[C:12](=[O:16])[N:13]([C:19]4[CH:24]=[CH:23][C:22]([C:25]([CH:27]5[CH2:31][CH2:30][N:29]([CH3:32])[CH2:28]5)=[O:26])=[CH:21][CH:20]=4)[CH:14]=[CH:15][C:10]=3[CH:9]=2)=[CH:6][CH:7]=1 |f:2.3.4,6.7,11.12|. Reported procedure: Combine 2-(4-chloro-phenyl)-6H-thieno[2,3-c]pyridin-7-one (0.15 g, 0.57 mmol), (4-bromo-phenyl)-(1-methyl-pyrrolidin-3-yl)-methanone (0.16 g, 0.60 mmol), Cs2CO3 (0.37 g, 1.15 mmol), 1,4-dioxane (6 mL), and CuI (0.044 g, 0.23 mmol). Purge the mixture with nitrogen for 10 min. Add sym-dimethylethylene diamine (0.040 g, 0.46 mmol). Heat the mixture at 100° C. overnight. Cool the mixture to RT, dilute with CH2Cl2 (200 mL), and wash with a solution of 5% NH4OH/H2O (2×30 mL). Dry the organic layer ove... The reactants are C(#N)C1=CC=C(C=C1)/C=C/C(=O)NC(C(F)(F)F)C1=CC(=CC=C1)C(F)(F)F ((2E)-3-(4-cyanophenyl)-N-{2,2,2-trifluoro-1-[3-(trifluoromethyl)-phenyl]ethyl}acrylamide), [H-].[Na+] (sodium hydride), CI (methyl iodide). The solvent is CN(C=O)C (N,N-dimethylformamide), C(C)(=O)OCC (ethyl acetate). Run at time 18 hour. The product is C(#N)C1=CC=C(C=C1)/C=C/C(=O)N(C(C(F)(F)F)C1=CC(=CC=C1)C(F)(F)F)C ((2E)-3-(4-Cyanophenyl)-N-methyl-N-{2,2,2-trifluoro-1-[3-(trifluoromethyl)phenyl]-ethyl}acrylamide). As a reaction SMILES: [C:1]([C:3]1[CH:8]=[CH:7][C:6](/[CH:9]=[CH:10]/[C:11]([NH:13][CH:14]([C:19]2[CH:24]=[CH:23][CH:22]=[C:21]([C:25]([F:28])([F:27])[F:26])[CH:20]=2)[C:15]([F:18])([F:17])[F:16])=[O:12])=[CH:5][CH:4]=1)#[N:2].[H-].[Na+].[CH3:31]I>CN(C)C=O.C(OCC)(=O)C>[C:1]([C:3]1[CH:8]=[CH:7][C:6](/[CH:9]=[CH:10]/[C:11]([N:13]([CH3:31])[CH:14]([C:19]2[CH:24]=[CH:23][CH:22]=[C:21]([C:25]([F:26])([F:27])[F:28])[CH:20]=2)[C:15]([F:16])([F:17])[F:18])=[O:12])=[CH:5][CH:4]=1)#[N:2] |f:1.2|. Reported procedure: 120.0 mg (0.30 mmol) of (2E)-3-(4-cyanophenyl)-N-{2,2,2-trifluoro-1-[3-(trifluoromethyl)-phenyl]ethyl}acrylamide from Synthesis Example 1, Stage 1 were initially charged in 2 ml of N,N-dimethylformamide and admixed at 0° C. with 19.7 mg (0.45 mmol) of sodium hydride (55% oil dispersion). After addition of 64.1 mg (0.45 mmol) of methyl iodide, the mixture was stirred at room temperature for 18 hours. The reaction mixture was diluted with ethyl acetate, washed three times with water and dried over... Product: CC1=NN(c2ccccc2O)C(=O)C1. As a reaction SMILES: [BrH:16].[CH3:17][C:18](=[O:19])[OH:20].[CH3:1][O:2][c:3]1[c:4]([N:9]2[N:10]=[C:11]([CH3:15])[CH2:12][C:13]2=[O:14])[cH:5][cH:6][cH:7][cH:8]1>>[OH:2][c:3]1[c:4]([N:9]2[N:10]=[C:11]([CH3:15])[CH2:12][C:13]2=[O:14])[cH:5][cH:6][cH:7][cH:8]1. Starting materials: Br, CC(=O)O, COc1ccccc1N1N=C(C)CC1=O.